Dataset: the Open Reaction Database (ORD), a public repository of structured organic reaction records. Task: describe an organic reaction: reactants, conditions, products, and yield Starting materials: O=C1c2ccccc2C(=O)c2sc(-c3ccco3)nc21, O=[N+]([O-])O, O=S(=O)(O)O. The product is O=C1c2ccccc2C(=O)c2sc(-c3ccc([N+](=O)[O-])o3)nc21. As a reaction SMILES: [O:1]=[C:2]1[c:3]2[cH:4][cH:5][cH:6][cH:7][c:8]2[C:9](=[O:20])[c:10]2[c:11]1[n:12][c:13](-[c:15]1[o:16][cH:17][cH:18][cH:19]1)[s:14]2.[OH:21][N+:22]([O-:23])=[O:24].[S:25](=[O:26])(=[O:27])([OH:28])[OH:29]>>[O:1]=[C:2]1[c:3]2[cH:4][cH:5][cH:6][cH:7][c:8]2[C:9](=[O:20])[c:10]2[c:11]1[n:12][c:13](-[c:15]1[o:16][c:17]([N+:22](=[O:21])[O-:23])[cH:18][cH:19]1)[s:14]2. Reactants: [H-].[Al+3].[Li+].[H-].[H-].[H-] (lithium aluminum hydride), COC=1C=C(C=C(C1OC)OC)[C@@H]2C=3C=C4C(=CC3[C@@H]([C@@H]5[C@@H]2C(=O)OC5)O)OCO4 (podophyllotoxin), C(Cl)(Cl)Cl (CHCl3). Reagents/catalysts: Cl (hydrogen chloride). Solvent: O1CCCC1 (tetrahydrofuran). Product: C12COC3CCC2OCC31 (3,8-Dioxatricyclo[5.3.0.04,10]decane). Yield: 220.6%. Reaction SMILES: C(Cl)(Cl)Cl.[H-].[Al+3].[Li+].[H-].[H-].[H-].COC1C=C([C@H:23]2[C@H:32]3[C:33]([O:35][CH2:36][C@@H:31]3[C@@H:30]([OH:37])[C:29]3[CH:28]=C4OCOC4=CC2=3)=O)C=C(OC)C=1OC>O1CCCC1.Cl>[CH:31]12[CH:32]3[CH:33]([CH2:28][CH2:29][CH:30]1[O:37][CH2:23]3)[O:35][CH2:36]2 |f:1.2.3.4.5.6|. Procedure: 187 mg of podophyllol ([α]D25=−180° (CHCl3, c 0.7)) incorporating two methyleneoxy bridges was prepared by the lithium aluminum hydride reduction of 205 mg of podophyllotoxin in dry tetrahydrofuran. Five drops of 1N aqueous hydrogen chloride was added to a solution of 185 mg of the podophyllol. The resulting mixture was stirred and heated to reflux under an atmosphere of nitrogen for 1 h. Thin layer chromatography on silica gel eluted with ethyl acetate indicated no podophyllol (Rf 0.35) remaine... The reactants are C(C)(=O)OC(C(=O)O)C1=CC=C(C=C1)OC (acetoxy-(4-methoxy-phenyl)-acetic acid), C(CCC)N (butylamine). Product: C(CCC)NC(=O)C(C1=CC=C(C=C1)OC)OC(C)=O (Acetic acid butylcarbamoyl-(4-methoxy-phenyl)-methyl ester). As a reaction SMILES: [C:1]([O:4][CH:5]([C:9]1[CH:14]=[CH:13][C:12]([O:15][CH3:16])=[CH:11][CH:10]=1)[C:6]([OH:8])=O)(=[O:3])[CH3:2].[CH2:17]([NH2:21])[CH2:18][CH2:19][CH3:20]>>[CH2:17]([NH:21][C:6]([CH:5]([O:4][C:1](=[O:3])[CH3:2])[C:9]1[CH:14]=[CH:13][C:12]([O:15][CH3:16])=[CH:11][CH:10]=1)=[O:8])[CH2:18][CH2:19][CH3:20]. Procedure details: was prepared from intermediate 79a and butylamine following Method A. 1H NMR (300 MHz, CDCl3) δ 7.34 (d, 2H, J=8.85 Hz), 6.87 (d, 2H, J=8.67 Hz), 6.01 (s, 1H), 3.79 (s, 3H), 3.31–3.23 (m, 2H), 2.15 (s, 3H), 1.54–1.43 (m, 2H), 1.37–1.22 (m, 2H), 0.94–0.87 (m, 3H). LCMS (ESI+) [2M+Na]/z Calc'd 581, found 581. Yields the product OCC1CN(CCC1)C1=NC=2C=3C(=CNC2C=C1)C(N(N3)C3=CC=CC=C3)=O (8-(3-Hydroxymethyl-piperidin-1-yl)-2-phenyl-2,5-dihydro-pyrazolo[4,3-c][1,5]naphthyridin-3-one). Reported procedure: The title compound was prepared following the procedure described for 6a using 3-hydroxymethylpiperidine instead of piperazine. 1H-NMR (DMSO-d6) δ (ppm): 1.75 (4H, brm), 2.87 (1H, dd, J=12.91, 9.89 Hz), 3.05 (1H, m), 3.13 (1H, d, J=5.22 Hz), 3.54 (2H, brm), 3.88 (2H, brd, J=2.91 Hz), 7.14 (1H, dt, J=7.42, 1.10 Hz), 7.19 (1H, d, J=9.34 Hz), 7.42 (2H, ddd, J=7.41, 2.20, 1.92 Hz), 7.79 (1H, d, J=9.34 Hz), 8.21 (2H, ddd, J=7.69, 1.92, 1.10 Hz), 8.52 (1H, s). m/z 361.4 (MH+). Reactants: C1(=CC=CC=C1)N1N=C2C(=CNC=3C=CC(=NC23)N2CCNCC2)C1=O (2-Phenyl-8-(piperazin-1-yl)-2,5-dihydro-pyrazolo[4,3-c][1,5]naphthyridin-3-one), OCC1CNCCC1 (3-hydroxymethylpiperidine). As a reaction SMILES: [C:1]1([N:7]2[C:25](=[O:26])[C:10]3=[CH:11][NH:12][C:13]4[CH:14]=[CH:15][C:16](N5CCNCC5)=[N:17][C:18]=4[C:9]3=[N:8]2)[CH:6]=[CH:5][CH:4]=[CH:3][CH:2]=1.[OH:27][CH2:28][CH:29]1[CH2:34][CH2:33][CH2:32][NH:31][CH2:30]1>>[OH:27][CH2:28][CH:29]1[CH2:34][CH2:33][CH2:32][N:31]([C:16]2[CH:15]=[CH:14][C:13]3[NH:12][CH:11]=[C:10]4[C:25](=[O:26])[N:7]([C:1]5[CH:6]=[CH:5][CH:4]=[CH:3][CH:2]=5)[N:8]=[C:9]4[C:18]=3[N:17]=2)[CH2:30]1. The reactants are COCNC(=O)C1=NC=C(C=C1N(S(=O)(=O)C1=CC(=C(C=C1)Cl)C(F)(F)F)COC)Cl (5-Chloro-3-[methoxymethyl-(4-chloro-3-trifluoromethyl-benzenesulfonyl)-amino]-pyridine-2-carboxylic acid methoxymethyl-amide), CON(C(=O)C1=NC=CC=C1NS(=O)(=O)C1=CC(=C(C=C1)Cl)C(F)(F)F)C (3-(4-chloro-3-trifluoromethyl-benzenesulfonylamino)-pyridine-2-carboxylic acid methoxy-methyl-amide), C([O-])([O-])=O.[K+].[K+] (potassium carbonate), COCCl (methoxymethyl chloride), white solid. Solvent: C1CCOC1 (THF). The product is CON(C(=O)C1=NC=CC=C1N(COC)S(=O)(=O)C1=CC(=C(C=C1)Cl)C(F)(F)F)C (3-[(4-Chloro-3-trifluoromethyl-benzenesulfonyl)-methoxymethyl-amino]-pyridine-2-carboxylic acid methoxy-methyl-amide). Reaction SMILES: [CH3:1][O:2][N:3]([CH3:27])[C:4]([C:6]1[C:11]([NH:12][S:13]([C:16]2[CH:21]=[CH:20][C:19]([Cl:22])=[C:18]([C:23]([F:26])([F:25])[F:24])[CH:17]=2)(=[O:15])=[O:14])=[CH:10][CH:9]=[CH:8][N:7]=1)=[O:5].C(=O)([O-])[O-].[K+].[K+].[CH3:34][O:35][CH2:36]Cl.COCNC(C1C(N(COC)S(C2C=CC(Cl)=C(C(F)(F)F)C=2)(=O)=O)=CC(Cl)=CN=1)=O>C1COCC1>[CH3:1][O:2][N:3]([CH3:27])[C:4]([C:6]1[C:11]([N:12]([S:13]([C:16]2[CH:21]=[CH:20][C:19]([Cl:22])=[C:18]([C:23]([F:26])([F:24])[F:25])[CH:17]=2)(=[O:15])=[O:14])[CH2:34][O:35][CH3:36])=[CH:10][CH:9]=[CH:8][N:7]=1)=[O:5] |f:1.2.3|. Procedure details: Prepared from 1.05 g (2.48 mmol) of 3-(4-chloro-3-trifluoromethyl-benzenesulfonylamino)-pyridine-2-carboxylic acid methoxy-methyl-amide, 1.71 g of potassium carbonate and 566 μL of methoxymethyl chloride in 7 mL THF using procedure used in the preparation of Intermediate 12. Yield: 420 mg of a white solid. LC-MSD, m/z for C17H17ClF3N3O5S [M+Na]+=490.0, 491.9; HPLC retention time: 2.5 minutes. Reactants: CSc1ccc(C2=C(Br)CCC2)cc1, O=C([O-])[O-], Cc1ccccc1, CCO, [Na+], [Na+], OB(O)c1ccc(F)cc1, c1ccc(P(c2ccccc2)(c2ccccc2)[Pd](P(c2ccccc2)(c2ccccc2)c2ccccc2)(P(c2ccccc2)(c2ccccc2)c2ccccc2)P(c2ccccc2)(c2ccccc2)c2ccccc2)cc1. The product is CSc1ccc(C2=C(c3ccc(F)cc3)CCC2)cc1. Reaction SMILES: [Br:1][C:2]1=[C:3]([c:7]2[cH:8][cH:9][c:10]([S:13][CH3:14])[cH:11][cH:12]2)[CH2:4][CH2:5][CH2:6]1.[C:25](=[O:26])([O-:27])[O-:28].[CH3:31][c:32]1[cH:33][cH:34][cH:35][cH:36][cH:37]1.[CH3:38][CH2:39][OH:40].[Na+:29].[Na+:30].[OH:15][B:16]([OH:17])[c:18]1[cH:19][cH:20][c:21]([F:22])[cH:23][cH:24]1.[cH:41]1[cH:42][cH:43][c:44]([P:45]([Pd:46]([P:47]([c:48]2[cH:49][cH:50][cH:51][cH:52][cH:53]2)([c:54]2[cH:55][cH:56][cH:57][cH:58][cH:59]2)[c:60]2[cH:61][cH:62][cH:63][cH:64][cH:65]2)([P:66]([c:67]2[cH:68][cH:69][cH:70][cH:71][cH:72]2)([c:73]2[cH:74][cH:75][cH:76][cH:77][cH:78]2)[c:79]2[cH:80][cH:81][cH:82][cH:83][cH:84]2)[P:85]([c:86]2[cH:87][cH:88][cH:89][cH:90][cH:91]2)([c:92]2[cH:93][cH:94][cH:95][cH:96][cH:97]2)[c:98]2[cH:99][cH:100][cH:101][cH:102][cH:103]2)([c:104]2[cH:105][cH:106][cH:107][cH:108][cH:109]2)[c:110]2[cH:111][cH:112][cH:113][cH:114][cH:115]2)[cH:116][cH:117]1>>[C:2]1([c:18]2[cH:19][cH:20][c:21]([F:22])[cH:23][cH:24]2)=[C:3]([c:7]2[cH:8][cH:9][c:10]([S:13][CH3:14])[cH:11][cH:12]2)[CH2:4][CH2:5][CH2:6]1. The reactants are C(C)OC(=O)C1=C(NC2=C1C=NC=C2)N (2-Amino-1H-pyrrolo[3,2-c]pyridine-3-carboxylic acid ethyl ester), C(=O)N (formamide), C(=O)[O-].[NH4+] (ammonium formate), O (Water). Conditions: temperature 175 celsius. Product: N1=CN=C(C=2C3=CN=CC=C3NC12)O (9H-1,3,6,9-Tetraaza-fluoren-4-ol). Reaction SMILES: C(O[C:4]([C:6]1[C:10]2[CH:11]=[N:12][CH:13]=[CH:14][C:9]=2[NH:8][C:7]=1[NH2:15])=[O:5])C.C([O-])=O.[NH4+].O.[CH:21]([NH2:23])=O>>[N:15]1[C:7]2[NH:8][C:9]3[C:10](=[CH:11][N:12]=[CH:13][CH:14]=3)[C:6]=2[C:4]([OH:5])=[N:23][CH:21]=1 |f:1.2|. Procedure: 2-Amino-1H-pyrrolo[3,2-c]pyridine-3-carboxylic acid ethyl ester (600 mg, 3 mmol) and ammonium formate (185 mg, 3 mmol) were suspended in 10 mL formamide and heated at 175° C. for 5 hours. Water was added to the cooled reaction mixture and the resulting precipitate collected and dried in vacuo. Unprecipitated product was recovered from the filtrate by using a MP-TsOH SPE cartridge and eluting with 7 N ammonia to give a combined mass of 330 mg of the title compound. LCMS (1): Rt 0.67 min; m/z 188 ... Reactants: C1(=CC=C(C=C1)S(=O)(=O)O)C (p-toluene sulfonic acid), COC(CN)OC (2,2-dimethoxyethanamine), BrC=1C=C(C(=NC1)Cl)C(=NC1=C(C(=CC=C1)Cl)Cl)Cl (N-((5-bromo-2-chloropyridin-3-yl)chloromethylene)-2,3-dichlorobenzenamine). Run in O1CCCC1 (tetrahydrofuran), O1CCCC1 (tetrahydrofuran). Conditions: time 8 hour. Yields the product BrC=1C=C(C(=NC1)Cl)C=1N(C=CN1)C1=C(C(=CC=C1)Cl)Cl (5-bromo-2-chloro-3-(1-(2,3-dichlorophenyl)-1H-imidazol-2-yl)pyridine). Yield: 90.3%. RXN SMILES: CO[CH:3](OC)[CH2:4][NH2:5].[Br:8][C:9]1[CH:10]=[C:11]([C:16](Cl)=[N:17][C:18]2[CH:23]=[CH:22][CH:21]=[C:20]([Cl:24])[C:19]=2[Cl:25])[C:12]([Cl:15])=[N:13][CH:14]=1.C1(C)C=CC(S(O)(=O)=O)=CC=1>O1CCCC1>[Br:8][C:9]1[CH:10]=[C:11]([C:16]2[N:17]([C:18]3[CH:23]=[CH:22][CH:21]=[C:20]([Cl:24])[C:19]=3[Cl:25])[CH:3]=[CH:4][N:5]=2)[C:12]([Cl:15])=[N:13][CH:14]=1. Reported procedure: To a solution of 2,2-dimethoxyethanamine (0.053 g, 0.505 mmol) in anhydrous tetrahydrofuran (5 mL) at 0-5° C. was added the N-((5-bromo-2-chloropyridin-3-yl)chloromethylene)-2,3-dichlorobenzenamine (0.1 g, 0.2526 mmol) as a solution in anhydrous tetrahydrofuran (5 mL). After stirring overnight, p-toluene sulfonic acid (0.05 g, 0.51 mmol) was added and the reaction mixture was stirred an additional 2 hours. After concentration to dryness the resulting solid purified by flash chromatography (0 to ... The reactants are CCCN1CCOC(c2ccc(OCc3ccccc3)cc2)C1, CO, O=C[O-], [NH4+]. Product: CCCN1CCOC(c2ccc(O)cc2)C1. Reaction SMILES: [CH2:1]([c:2]1[cH:3][cH:4][cH:5][cH:6][cH:7]1)[O:8][c:9]1[cH:10][cH:11][c:12]([CH:15]2[O:16][CH2:17][CH2:18][N:19]([CH2:21][CH2:22][CH3:23])[CH2:20]2)[cH:13][cH:14]1.[CH3:28][OH:29].[CH:24]([O-:25])=[O:26].[NH4+:27]>>[OH:8][c:9]1[cH:10][cH:11][c:12]([CH:15]2[O:16][CH2:17][CH2:18][N:19]([CH2:21][CH2:22][CH3:23])[CH2:20]2)[cH:13][cH:14]1. Reactants: BrC1=C(C(=C(C(=O)OC)C=C1)[N+](=O)[O-])NC(C(C)(C)C)=O (methyl 4-bromo-3-[(2,2-dimethylpropanoyl)amino]-2-nitro-benzoate), CSC.B (borane-dimethyl sulfide), C(=O)(O)[O-].[Na+] (NaHCO3). Run in C1(=CC=CC=C1)C (toluene). Reaction conditions: time 30 minute. The product is BrC1=C(C(=C(C(=O)OC)C=C1)[N+](=O)[O-])NCC(C)(C)C (methyl 4-bromo-3-[(2,2-dimethylpropyl)amino]-2-nitrobenzoate). RXN SMILES: [Br:1][C:2]1[CH:11]=[CH:10][C:5]([C:6]([O:8][CH3:9])=[O:7])=[C:4]([N+:12]([O-:14])=[O:13])[C:3]=1[NH:15][C:16](=O)[C:17]([CH3:20])([CH3:19])[CH3:18].CSC.B.C([O-])(O)=O.[Na+]>C1(C)C=CC=CC=1>[Br:1][C:2]1[CH:11]=[CH:10][C:5]([C:6]([O:8][CH3:9])=[O:7])=[C:4]([N+:12]([O-:14])=[O:13])[C:3]=1[NH:15][CH2:16][C:17]([CH3:20])([CH3:19])[CH3:18] |f:1.2,3.4|. Procedure details: 3.76 g (10.47 mmol) of methyl 4-bromo-3-[(2,2-dimethylpropanoyl)amino]-2-nitro-benzoate were suspended in toluene and admixed with 6 ml (11.26 mmol) of borane-dimethyl sulfide (2M in toluene). The mixture was left with stirring under reflux for 15 h and then cooled. Thereafter, 50 ml of saturated NaHCO3 solution were added, stirring was carried out again at RT for 30 min, and then the organic phase was separated off, dried over MgSO4 and concentrated. The product was then subjected to chromatogr...